Task: describe an organic reaction: reactants, conditions, products, and yield. Dataset: the Open Reaction Database (ORD), a public repository of structured organic reaction records Reactants: C(#N)[C@H]1CN(C[C@H](C1)N(CC(C)C)C(=O)C1=NC2=C(N1CCCCOC)C=CC=C2)C(=O)OC(C)(C)C (tert-butyl (3R,5S)-3-cyano-5-{{{1-(4-methoxybutyl)-1H-benzimidazol-2-yl}carbonyl}(2-methylpropyl)amino}piperidine-1-carboxylate), C(O)([O-])=O.[Na+] (Sodium hydrogen carbonate), Cl.NO (Hydroxylamine hydrochloride). The solvent is CS(=O)C (dimethyl sulfoxide), CS(=O)C (dimethyl sulfoxide), O (water). Reaction conditions: temperature 40 celsius, time 30 minute. Yields the product COCCCCN1C(=NC2=C1C=CC=C2)C(=O)N([C@@H]2CN(C[C@@H](C2)C2=NOC=N2)C(=O)OC(C)(C)C)CC(C)C (tert-butyl (3S,5R)-3-{{{1-(4-methoxybutyl)-1H-benzimidazol-2-yl}carbonyl}(2-methylpropyl)amino}-5-(1,2,4-oxadiazol-3-yl)piperidine-1-carboxylate). The yield is 75.2%. Reaction SMILES: Cl.[NH2:2]O.[C:4](=[O:7])([O-])O.[Na+].[C:9]([C@@H:11]1[CH2:16][C@H:15]([N:17]([C:22]([C:24]2[N:28]([CH2:29][CH2:30][CH2:31][CH2:32][O:33][CH3:34])[C:27]3[CH:35]=[CH:36][CH:37]=[CH:38][C:26]=3[N:25]=2)=[O:23])[CH2:18][CH:19]([CH3:21])[CH3:20])[CH2:14][N:13]([C:39]([O:41][C:42]([CH3:45])([CH3:44])[CH3:43])=[O:40])[CH2:12]1)#[N:10]>CS(C)=O.O>[CH3:34][O:33][CH2:32][CH2:31][CH2:30][CH2:29][N:28]1[C:27]2[CH:35]=[CH:36][CH:37]=[CH:38][C:26]=2[N:25]=[C:24]1[C:22]([N:17]([CH2:18][CH:19]([CH3:20])[CH3:21])[C@H:15]1[CH2:16][C@@H:11]([C:9]2[N:2]=[CH:4][O:7][N:10]=2)[CH2:12][N:13]([C:39]([O:41][C:42]([CH3:43])([CH3:45])[CH3:44])=[O:40])[CH2:14]1)=[O:23] |f:0.1,2.3|. Procedure: Hydroxylamine hydrochloride (383 mg) was dissolved in dimethyl sulfoxide (10 ml), and the mixture was stirred at 40° C. for 30 min. Sodium hydrogen carbonate (463 mg) was added, and the mixture was stirred at 50° C. for 1 hr. A solution of tert-butyl (3R,5S)-3-cyano-5-{{{1-(4-methoxybutyl)-1H-benzimidazol-2-yl}carbonyl}(2-methylpropyl)amino}piperidine-1-carboxylate (282 mg) in dimethyl sulfoxide (10 ml) was further added, and the mixture was stirred at 90° C. for 3 hr. The reaction mixture was a... Reactants: C(C1=CC=CC=C1)C(C(C)=O)C(C)=O (3-benzylpentane-2,4-dione), Cl.N(N)C1=CC=C(C=C1)CCO (2-(4-hydrazinophenyl)ethanol hydrochloride). Yields the product C(C1=CC=CC=C1)C=1C(=NN(C1C)C1=CC=C(C=C1)CCO)C (2-[4-(4-Benzyl-3,5-dimethyl-1H-pyrazol-1-yl)phenyl]ethanol). RXN SMILES: [CH2:1]([CH:8]([C:12](=O)[CH3:13])[C:9](=O)[CH3:10])[C:2]1[CH:7]=[CH:6][CH:5]=[CH:4][CH:3]=1.Cl.[NH:16]([C:18]1[CH:23]=[CH:22][C:21]([CH2:24][CH2:25][OH:26])=[CH:20][CH:19]=1)[NH2:17]>>[CH2:1]([C:8]1[C:12]([CH3:13])=[N:17][N:16]([C:18]2[CH:19]=[CH:20][C:21]([CH2:24][CH2:25][OH:26])=[CH:22][CH:23]=2)[C:9]=1[CH3:10])[C:2]1[CH:7]=[CH:6][CH:5]=[CH:4][CH:3]=1 |f:1.2|. Reported procedure: The title compound was prepared according to the procedure described in step 1 of Example 1 from 3-benzylpentane-2,4-dione and 2-(4-hydrazinophenyl)ethanol hydrochloride: 1H-NMR (CDCl3) δ 7.39-7.15 (9H, m), 3.89-3.85 (2H, t, J=6.4 Hz), 3.48 (2H, s), 2.91 (2H, t, J=6.6 Hz), 2.29 (3H, s), 2.21 (3H, s). Reactants: BrC1=C(C=CC(=C1)F)C1N=C(NC(=C1C(=O)OCC)CBr)C=1SC=CN1 (ethyl 4-(2-bromo-4-fluorophenyl)-6-(bromomethyl)-2-(thiazol-2-yl)-1,4-dihydropyrimidine-5-carboxylate), C[C@@H]1[C@H](NCCO1)C(=O)O ((2R,3S)-2-methylmorpholine-3-carboxylic acid), C([O-])([O-])=O.[K+].[K+] (potassium carbonate). The solvent is C(C)O (ethanol). Reaction conditions: temperature 25 celsius, time 12 hour. Yields the product BrC1=C(C=CC(=C1)F)C1C(=C(NC(=N1)C=1SC=CN1)CN1[C@@H]([C@H](OCC1)C)C(=O)O)C(=O)OCC ((2R,3S)-4-((6-(2-bromo-4-fluorophenyl)-5-(ethoxycarbonyl)-2-(thiazol-2-yl)-3,6-dihydropyrimidin-4-yl)methyl)-2-methylmorpholine-3-carboxylic acid). The yield is 44.5%. Reaction SMILES: [Br:1][C:2]1[CH:7]=[C:6]([F:8])[CH:5]=[CH:4][C:3]=1[CH:9]1[C:14]([C:15]([O:17][CH2:18][CH3:19])=[O:16])=[C:13]([CH2:20]Br)[NH:12][C:11]([C:22]2[S:23][CH:24]=[CH:25][N:26]=2)=[N:10]1.[CH3:27][C@H:28]1[O:33][CH2:32][CH2:31][NH:30][C@@H:29]1[C:34]([OH:36])=[O:35].C(=O)([O-])[O-].[K+].[K+]>C(O)C>[Br:1][C:2]1[CH:7]=[C:6]([F:8])[CH:5]=[CH:4][C:3]=1[CH:9]1[N:10]=[C:11]([C:22]2[S:23][CH:24]=[CH:25][N:26]=2)[NH:12][C:13]([CH2:20][N:30]2[CH2:31][CH2:32][O:33][C@H:28]([CH3:27])[C@H:29]2[C:34]([OH:36])=[O:35])=[C:14]1[C:15]([O:17][CH2:18][CH3:19])=[O:16] |f:2.3.4|. Reported procedure: A mixture of ethyl 4-(2-bromo-4-fluorophenyl)-6-(bromomethyl)-2-(thiazol-2-yl)-1,4-dihydropyrimidine-5-carboxylate (0.96 g, 1.9 mmol), (2R,3S)-2-methylmorpholine-3-carboxylic acid (0.28 g, 1.9 mmol) and potassium carbonate (0.53 g, 3.8 mmol) in anhydrous ethanol (35 mL) was stirred at 25° C. for 12 hours under N2. The reaction mixture was filtered and the filtrate was concentrated in vacuo. The residue was purified by a silica gel column chromatography (DCM/MeOH (V/V)=15/1) to give the title com... Starting materials: P(=O)(Cl)(Cl)Cl (Phosphorous oxychloride), CC(=O)C.C(=O)=O (acetone Drikold), C(#N)C1(CC2CCC(C1)N2CC(F)(F)F)O (3-Cyano-3-hydroxy-8-(2,2,2-trifluoroethyl)-8-azabicyclo[3.2.1]octane), C([O-])([O-])=O.[Na+].[Na+] (sodium carbonate). Solvent: N1=CC=CC=C1 (pyridine), C(C)(=O)OCC (ethyl acetate). Conditions: temperature 28 celsius. Product: C(#N)C1=CC2CCC(C1)N2CC(F)(F)F (3-cyano-8-(2,2,2-trifluoroethyl)-8-azabicyclo[3.2.1 ]oct-2-ene). The yield is 43.8%. RXN SMILES: P(Cl)(Cl)(Cl)=O.CC(C)=O.C(=O)=O.[C:13]([C:15]1(O)[CH2:21][CH:20]2[N:22]([CH2:23][C:24]([F:27])([F:26])[F:25])[CH:17]([CH2:18][CH2:19]2)[CH2:16]1)#[N:14].C(=O)([O-])[O-].[Na+].[Na+]>C(OCC)(=O)C.N1C=CC=CC=1>[C:13]([C:15]1[CH2:16][CH:17]2[N:22]([CH2:23][C:24]([F:27])([F:26])[F:25])[CH:20]([CH2:19][CH2:18]2)[CH:21]=1)#[N:14] |f:1.2,4.5.6|. Procedure: An oven-dried 100 ml 3-necked round bottom flask was fitted with a reflux condenser, thermometer and magnetic stirrer and the apparatus filled with a nitrogen atmosphere. Phosphorous oxychloride (8.89 g, 58 mmol) and pyridine (44 ml) were charged and the mixture then cooled to −10° C. in an acetone/Drikold™ bath. 3-Cyano-3-hydroxy-8-(2,2,2-trifluoroethyl)-8-azabicyclo[3.2.1]octane (6.17 g, 26.4 mmol—assumed) was added in one portion and the resulting exotherm raised the reaction mass temperature... The reactants are NC1=NC=CC=C1OCCCC (2-amino-3-butoxypyridine), C1=C(C=CC2=CC=CC=C12)O (2-naphthol), resultant mixture, crystals, [O-]CC.[Na+] (sodium ethoxide), N(=O)OCCC(C)C (isopentyl nitrite), resultant mixture. Solvent: C(C)O (ethanol), C(C)O (ethanol). Conditions: time 8 hour. Product: C(CCC)OC=1C(=NC=CC1)N=NC1=C(C=CC2=CC=CC=C12)O (1-(3-butoxy-2-pyridylazo)-2-naphthol). As a reaction SMILES: [NH2:1][C:2]1[C:7]([O:8][CH2:9][CH2:10][CH2:11][CH3:12])=[CH:6][CH:5]=[CH:4][N:3]=1.[O-]CC.[Na+].[N:17](OCCC(C)C)=O.[CH:25]1[C:34]2[C:29](=[CH:30][CH:31]=[CH:32][CH:33]=2)[CH:28]=[CH:27][C:26]=1[OH:35]>C(O)C>[CH2:9]([O:8][C:7]1[C:2]([N:1]=[N:17][C:25]2[C:34]3[C:29](=[CH:30][CH:31]=[CH:32][CH:33]=3)[CH:28]=[CH:27][C:26]=2[OH:35])=[N:3][CH:4]=[CH:5][CH:6]=1)[CH2:10][CH2:11][CH3:12] |f:1.2|. Procedure: Next, a reaction flask was loaded with the crystals of 2-amino-3-butoxypyridine (4.4 g), ethanol (25 ml), and sodium ethoxide (2.2 g), followed by dropwise addition of isopentyl nitrite (3.8 g) to the flask in 30 minutes with stirring. The resultant mixture was heated and stirred at 75 to 80° C. for four hours for reaction. The heating was stopped, and the reaction mixture was cooled to room temperature, followed by dropwise addition of 2-naphthol (2.6 g) dissolved in ethanol (10 ml) to the mixt...